This data is from the Open Reaction Database (ORD), a public repository of structured organic reaction records. The task is: describe an organic reaction: reactants, conditions, products, and yield The product is FC(C=1C=C(C=C(C1)C(F)(F)F)[C@@H]1[C@@H](N(C(O1)=O)CC1=NC(=NC=C1C=1C=C(C=NC1OC)C1=C(C=C(C(=O)O)C=C1)C)N1CC(C1)F)C)(F)F (4-{5-[4-({(4S,5R)-5-[3,5-Bis(trifluoromethyl)phenyl]-4-methyl-2-oxo-1,3-oxazolidin-3-yl}methyl)-2-(3-fluoroazetidin-1-yl)pyrimidin-5-yl]-6-methoxypyridin-3-yl}-3-methylbenzoic acid). RXN SMILES: [F:1][C:2]([F:52])([F:51])[C:3]1[CH:4]=[C:5]([C@H:13]2[O:17][C:16](=[O:18])[N:15]([CH2:19][C:20]3[C:25]([C:26]4[CH:27]=[C:28]([C:34]5[CH:43]=[CH:42][C:37]([C:38]([O:40]C)=[O:39])=[CH:36][C:35]=5[CH3:44])[CH:29]=[N:30][C:31]=4[O:32][CH3:33])=[CH:24][N:23]=[C:22]([N:45]4[CH2:48][CH:47]([F:49])[CH2:46]4)[N:21]=3)[C@H:14]2[CH3:50])[CH:6]=[C:7]([C:9]([F:12])([F:11])[F:10])[CH:8]=1.[OH-].[Li+]>O1CCOCC1>[F:12][C:9]([F:10])([F:11])[C:7]1[CH:6]=[C:5]([C@H:13]2[O:17][C:16](=[O:18])[N:15]([CH2:19][C:20]3[C:25]([C:26]4[CH:27]=[C:28]([C:34]5[CH:43]=[CH:42][C:37]([C:38]([OH:40])=[O:39])=[CH:36][C:35]=5[CH3:44])[CH:29]=[N:30][C:31]=4[O:32][CH3:33])=[CH:24][N:23]=[C:22]([N:45]4[CH2:48][CH:47]([F:49])[CH2:46]4)[N:21]=3)[C@H:14]2[CH3:50])[CH:4]=[C:3]([C:2]([F:52])([F:51])[F:1])[CH:8]=1 |f:1.2|. Reactants: FC(C=1C=C(C=C(C1)C(F)(F)F)[C@@H]1[C@@H](N(C(O1)=O)CC1=NC(=NC=C1C=1C=C(C=NC1OC)C1=C(C=C(C(=O)OC)C=C1)C)N1CC(C1)F)C)(F)F (Methyl 4-{5-[4-({(4S,5R)-5-[3,5-bis(trifluoromethyl)phenyl]-4-methyl-2-oxo-1,3-oxazolidin-3-yl}methyl)-2-(3-fluoroazetidin-1-yl)pyrimidin-5-yl]-6-methoxypyridin-3-yl}-3-methylbenzoate), [OH-].[Li+] (lithium hydroxide). Procedure: Methyl 4-{5-[4-({(4S,5R)-5-[3,5-bis(trifluoromethyl)phenyl]-4-methyl-2-oxo-1,3-oxazolidin-3-yl}methyl)-2-(3-fluoroazetidin-1-yl)pyrimidin-5-yl]-6-methoxypyridin-3-yl}-3-methylbenzoate (Step A, 200 mg, 0.273 mmol) was dissolved in 1,4-dioxane (5 mL). Added 0.5N lithium hydroxide (2.5 mL, 1.25 mmol) and stirred at room temperature for 3 hours at which time LCMS showed complete hydrolysis. The reaction was quenched by adding 1.25 mL of 1N HCl, followed by water. The reaction was extracted with ethy... Reaction conditions: time 3 hour. Run in O1CCOCC1 (1,4-dioxane). Starting materials: CN1C=C(C(=O)C2=C1C=C(C=C2)F)[S+](C)[O-] (flosequinan), FC1=CC=C2C(C(=CN(C2=C1)C)C)=S (7-fluoro-1-methyl-3-methylthio-4-quinolone), ClN1C(CCC1=O)=O (N-chlorosuccinimide). Yields the product ClCSC1=CN(C2=CC(=CC=C2C1=O)F)C (3-chloromethylthio-7-fluoro-1-methyl-4-quinolone). Reaction SMILES: [CH3:1][N:2]1[C:8]2[CH:9]=[C:10]([F:13])[CH:11]=[CH:12][C:7]=2[C:5](=[O:6])[C:4]([S+:14]([O-])[CH3:15])=[CH:3]1.FC1C=C2C(C(=S)C(C)=CN2C)=CC=1.[Cl:31]N1C(=O)CCC1=O>>[Cl:31][CH2:15][S:14][C:4]1[C:5](=[O:6])[C:7]2[C:8](=[CH:9][C:10]([F:13])=[CH:11][CH:12]=2)[N:2]([CH3:1])[CH:3]=1. Reported procedure: In other embodiments, the synthesis of racemic monochloroflosequinan is carried out as a three step procedure, as described in more detail in Example 2. Briefly, in the first step, racemic flosequinan is reduced to desoxyflosequinan (7-fluoro-1-methyl-3-methylthio-4-quinolone). In the second step, desoxyflosequinan is chlorinated using N-chlorosuccinimide, to produce chlorodesoxyflosequinan (3-chloromethylthio-7-fluoro-1-methyl-4-quinolone). In the third step, chlorodesoxyflosequinan is subjecte...